This data is from the Open Reaction Database (ORD), a public repository of structured organic reaction records. The task is: describe an organic reaction: reactants, conditions, products, and yield Reactants: CC(C)C(=O)Nc1cccc(C2CCNCC2)c1, COc1ccc(CCCCO)cc1. Yields the product COc1ccc(CCCCN2CCC(c3cccc(NC(=O)C(C)C)c3)CC2)cc1. Reaction SMILES: [CH3:14][CH:15]([C:16](=[O:17])[NH:18][c:19]1[cH:20][c:21]([CH:25]2[CH2:26][CH2:27][NH:28][CH2:29][CH2:30]2)[cH:22][cH:23][cH:24]1)[CH3:31].[CH3:1][O:2][c:3]1[cH:4][cH:5][c:6]([CH2:9][CH2:10][CH2:11][CH2:12][OH:13])[cH:7][cH:8]1>>[CH3:1][O:2][c:3]1[cH:4][cH:5][c:6]([CH2:9][CH2:10][CH2:11][CH2:12][N:28]2[CH2:27][CH2:26][CH:25]([c:21]3[cH:20][c:19]([NH:18][C:16]([CH:15]([CH3:14])[CH3:31])=[O:17])[cH:24][cH:23][cH:22]3)[CH2:30][CH2:29]2)[cH:7][cH:8]1.